This data is from the Open Reaction Database (ORD), a public repository of structured organic reaction records. The task is: describe an organic reaction: reactants, conditions, products, and yield Reactants: O=C(O)c1cccc(Br)c1, CC(C)(C)c1cccc(NC(=O)c2ccc(C3CCNCC3)cc2)c1, CC(C)(C)c1cccc(NC(=O)c2ccc(N3CCN(c4ccc(C(=O)O)cc4)CC3)c(F)c2)c1. Product: CC(C)(C)c1cccc(NC(=O)c2ccc(C3CCN(c4cccc(C(=O)O)c4)CC3)cc2)c1. Reaction SMILES: [Br:26][c:27]1[cH:28][c:29]([C:30](=[O:31])[OH:32])[cH:33][cH:34][cH:35]1.[C:1]([CH3:2])([CH3:3])([CH3:4])[c:5]1[cH:6][c:7]([NH:11][C:12]([c:13]2[cH:14][cH:15][c:16]([CH:19]3[CH2:20][CH2:21][NH:22][CH2:23][CH2:24]3)[cH:17][cH:18]2)=[O:25])[cH:8][cH:9][cH:10]1.[C:36]([c:37]1[cH:38][c:39]([NH:40][C:41]([c:42]2[cH:43][cH:44][c:45]([N:46]3[CH2:47][CH2:48][N:49]([c:50]4[cH:51][cH:52][c:53]([C:54]([OH:55])=[O:56])[cH:57][cH:58]4)[CH2:59][CH2:60]3)[c:61]([F:62])[cH:63]2)=[O:64])[cH:65][cH:66][cH:67]1)([CH3:68])([CH3:69])[CH3:70]>>[C:1]([CH3:2])([CH3:3])([CH3:4])[c:5]1[cH:6][c:7]([NH:11][C:12]([c:13]2[cH:14][cH:15][c:16]([CH:19]3[CH2:20][CH2:21][N:22]([c:27]4[cH:28][c:29]([C:30](=[O:31])[OH:32])[cH:33][cH:34][cH:35]4)[CH2:23][CH2:24]3)[cH:17][cH:18]2)=[O:25])[cH:8][cH:9][cH:10]1.